Dataset: the Open Reaction Database (ORD), a public repository of structured organic reaction records. Task: describe an organic reaction: reactants, conditions, products, and yield The reactants are CI, COc1cccc2nc(C(F)(F)F)[nH]c12, [H-], [Na+], C1CCOC1. The product is COc1cccc2c1nc(C(F)(F)F)n2C. As a reaction SMILES: [CH3:18][I:19].[CH3:1][O:2][c:3]1[cH:4][cH:5][cH:6][c:7]2[n:8][c:9]([C:12]([F:13])([F:14])[F:15])[nH:10][c:11]12.[H-:16].[Na+:17].[O:20]1[CH2:21][CH2:22][CH2:23][CH2:24]1>>[CH3:1][O:2][c:3]1[cH:4][cH:5][cH:6][c:7]2[n:8]([CH3:18])[c:9]([C:12]([F:13])([F:14])[F:15])[n:10][c:11]12. Run at time 30 minute. Reaction SMILES: [Br:1][C:2]1[CH:7]=[CH:6][C:5]([C:8]2[C:13]([C:14]([F:17])([F:16])[F:15])=[CH:12][CH:11]=[CH:10][N:9]=2)=[CH:4][CH:3]=1.[N+:18]([O-])([OH:20])=[O:19]>OS(O)(=O)=O>[Br:1][C:2]1[CH:3]=[CH:4][C:5]([C:8]2[C:13]([C:14]([F:17])([F:15])[F:16])=[CH:12][CH:11]=[CH:10][N:9]=2)=[CH:6][C:7]=1[N+:18]([O-:20])=[O:19]. Product: BrC1=C(C=C(C=C1)C1=NC=CC=C1C(F)(F)F)[N+](=O)[O-] (2-(4-bromo-3-nitro-phenyl)-3-(trifluoromethyl)-pyridine). Solvent: OS(=O)(=O)O (H2SO4). Procedure: To a solution of 2-(4-bromophenyl)-3-(trifluoromethyl)-pyridine (0.93 mmol) in H2SO4 (4 mL) cautiously add fuming HNO3 (2 ml). Stir the mixture 30 minutes at room temperature. Pour the mixture onto ice-water (20 mL) and collect the precipitate. Dissolve the precipitate in EtOAc and neutralize with saturated NaHCO3, dry over Na2SO4, concentrate under vacuum to obtain 2-(4-bromo-3-nitro-phenyl)-3-(trifluoromethyl)-pyridine. Starting materials: BrC1=CC=C(C=C1)C1=NC=CC=C1C(F)(F)F (2-(4-bromophenyl)-3-(trifluoromethyl)-pyridine), [N+](=O)(O)[O-] (HNO3). Starting materials: C1(C=2C(C(=O)O1)=CC=CC2)=O (phthalic anhydride), C1(=O)OCC2=CC=CC=C12 (phthalide), C1(C=2C(C(=O)O1)=CC=CC2)=O (phthalic anhydride), C(C1=CC=CC=C1)(=O)O (benzoic acid), C1(=O)OCC2=CC=CC=C12 (phthalide), o-toluic acids. Yields the product C1(C=2C(C(=O)O1)=CC=CC2)=O (phthalic anhydride), anhydride, C1(=O)OCC2=CC=CC=C12 (phthalide), C(C1=CC=CC=C1)(=O)O (benzoic acid), C=1(C(=CC=CC1)C(=O)O)C (o-toluic acid). RXN SMILES: [C:1]1(=[O:11])[O:6][C:4](=[O:5])[C:3]2=[CH:7][CH:8]=[CH:9][CH:10]=[C:2]12.[C:12]1([C:21]2[C:16](=[CH:17][CH:18]=[CH:19][CH:20]=2)[CH2:15][O:14]1)=[O:13].[C:22]([OH:30])(=[O:29])[C:23]1[CH:28]=[CH:27][CH:26]=[CH:25][CH:24]=1>>[C:1]1(=[O:11])[O:6][C:4](=[O:5])[C:3]2=[CH:7][CH:8]=[CH:9][CH:10]=[C:2]12.[C:12]1([C:21]2[C:16](=[CH:17][CH:18]=[CH:19][CH:20]=2)[CH2:15][O:14]1)=[O:13].[C:22]([OH:30])(=[O:29])[C:23]1[CH:28]=[CH:27][CH:26]=[CH:25][CH:24]=1.[C:2]1([CH3:1])[C:3]([C:4]([OH:6])=[O:5])=[CH:7][CH:8]=[CH:9][CH:10]=1. Reported procedure: The reflux liquid moves from the rectification zone down through said contact with the feed vapor mixture to a stripping zone wherein the reflux liquid carrying phthalic anhydride condensate as dissolved liquid and/or solvent becomes enriched with respect thereto and with respect to benzoic and o-toluic acids and phthalide. The reflux liquid containing phthalic anhydride, benzoic acid, otoluic acid and phthalide is heated to a temperature which vaporizes the reflux liquid but not phthalic anhydr... Reactants: C(C)(C)(C)C1=CC(=C(C=C1)S(=O)(=O)Cl)OC (4-tert-butyl-2-methoxybenzenesulfonyl chloride), N1CCCC1 (pyrrolidine), [Al+3].[Cl-].[Cl-].[Cl-] (AlCl3). The solvent is CN(C)C=O (DMF), C=1(C(=CC=CC1)C)C (xylene). Reaction conditions: time 30 minute. Yields the product N1(CCCC1)S(=O)(=O)C1=C(C=CC=C1)O (2-(pyrrolidin-1-ylsulfonyl)phenol). Yield: 53.3%. RXN SMILES: C([C:5]1[CH:10]=[CH:9][C:8]([S:11](Cl)(=[O:13])=[O:12])=[C:7]([O:15]C)[CH:6]=1)(C)(C)C.[NH:17]1[CH2:21][CH2:20][CH2:19][CH2:18]1.[Al+3].[Cl-].[Cl-].[Cl-]>CN(C=O)C.C1(C)C(C)=CC=CC=1>[N:17]1([S:11]([C:8]2[CH:9]=[CH:10][CH:5]=[CH:6][C:7]=2[OH:15])(=[O:12])=[O:13])[CH2:21][CH2:20][CH2:19][CH2:18]1 |f:2.3.4.5|. Reported procedure: To a solution of 4-tert-butyl-2-methoxybenzenesulfonyl chloride (258 mg, 0.99 mmol) in DMF (6 ml) was added pyrrolidine (70 mg, 0.99 mmol) and the solution was stirred at ambient temperature for 30 minutes, and concentrated in vacuo. The residue was dissolved in xylene (10 ml) and then added to mixture of AlCl3 (525 mg, 3.39 mmol) in xylene (5 ml). The resulting mixture was stirred for 18 h at 70° C. After colling the mixture was poured into stirred ice-cold water, and extracted with ether (2×30...